From a dataset of the Open Reaction Database (ORD), a public repository of structured organic reaction records. describe an organic reaction: reactants, conditions, products, and yield The reactants are C(C)(C)(C)OC(=O)N1CC(C1)OC=1C=NC(=CC1)Br (3-(6-Bromo-pyridin-3-yloxy)-azetidine-1-carboxylic acid tert-butyl ester), C(=O)(C(F)(F)F)O (TFA). The solvent is C(Cl)Cl (DCM). Run at time 2 hour. Product: FC(C(=O)O)(F)F.N1CC(C1)OC=1C=CC(=NC1)Br (5-(Azetidin-3-yloxy)-2-bromo-pyridine trifluoro-acetic acid salt). The yield is 95.0%. RXN SMILES: C(OC([N:8]1[CH2:11][CH:10]([O:12][C:13]2[CH:14]=[N:15][C:16]([Br:19])=[CH:17][CH:18]=2)[CH2:9]1)=O)(C)(C)C.[C:20]([OH:26])([C:22]([F:25])([F:24])[F:23])=[O:21]>C(Cl)Cl>[F:23][C:22]([F:25])([F:24])[C:20]([OH:26])=[O:21].[NH:8]1[CH2:11][CH:10]([O:12][C:13]2[CH:18]=[CH:17][C:16]([Br:19])=[N:15][CH:14]=2)[CH2:9]1 |f:3.4|. Reported procedure: To a solution of 3-(6-Bromo-pyridin-3-yloxy)-azetidine-1-carboxylic acid tert-butyl ester (1.08 g, 3.28 mmol) in DCM (30 mL), add TFA (10 mL). Let the mixture be stirred at room temperature for 2 hrs. LC-MS and TLC show reaction was complete. So evaporate all the solvent and excessive TFA. The residue brown solid 5-(Azetidin-3-yloxy)-2-bromo-pyridine trifluoro-acetic acid salt (1.06 g, 95% yield) was used directly for next step. Starting materials: CCO, CCOC(=O)c1ncn2c1C1CCN1C(=O)c1cc(Cl)ccc1-2, [Na+], [OH-]. The product is O=C(O)c1ncn2c1C1CCN1C(=O)c1cc(Cl)ccc1-2. RXN SMILES: [CH3:26][CH2:27][OH:28].[Cl:1][c:2]1[cH:3][cH:4][c:5]2[c:6]([cH:23]1)[C:7](=[O:22])[N:8]1[CH:9]([c:10]3[n:11]-2[cH:12][n:13][c:14]3[C:15](=[O:16])[O:17][CH2:18][CH3:19])[CH2:20][CH2:21]1.[Na+:25].[OH-:24]>>[Cl:1][c:2]1[cH:3][cH:4][c:5]2[c:6]([cH:23]1)[C:7](=[O:22])[N:8]1[CH:9]([c:10]3[n:11]-2[cH:12][n:13][c:14]3[C:15](=[O:16])[OH:17])[CH2:20][CH2:21]1. Reactants: COC(=O)C1=NC=CC=C1CS(=O)(=O)CC1=C(C=CC=C1)C(F)(F)F (3-(2-Trifluoromethyl-phenylmethanesulfonylmethyl)-pyridine-2-carboxylic acid methyl ester), O1CCCC1 (tetrahydrofurane), Cl (HCl). Solvent: C(C)OC(C)=O.C1CCCCC1 (ethylacetate cyclohexane). Conditions: time 3.5 hour. The product is O=S1(CC=2C(=NC=CC2)C(=C1C1=C(C=CC=C1)C(F)(F)F)O)=O (6,6-Dioxo-7-(2-trifluoromethyl-phenyl)-5,6-dihydro-thiopyrano[4,3-b]pyridin-8-ol). Yield: 37.3%. Reaction SMILES: C[O:2][C:3]([C:5]1[C:10]([CH2:11][S:12]([CH2:15][C:16]2[CH:21]=[CH:20][CH:19]=[CH:18][C:17]=2[C:22]([F:25])([F:24])[F:23])(=[O:14])=[O:13])=[CH:9][CH:8]=[CH:7][N:6]=1)=O.O1CCCC1.Cl>C(OC(=O)C)C.C1CCCCC1>[O:14]=[S:12]1(=[O:13])[C:15]([C:16]2[CH:21]=[CH:20][CH:19]=[CH:18][C:17]=2[C:22]([F:23])([F:25])[F:24])=[C:3]([OH:2])[C:5]2=[N:6][CH:7]=[CH:8][CH:9]=[C:10]2[CH2:11]1 |f:3.4|. Procedure: To a solution of 3-(2-Trifluoromethyl-phenylmethanesulfonylmethyl)-pyridine-2-carboxylic acid methyl ester (7.58 g, 19.6 mmol) in tetrahydrofurane (160 ml) potassium tert-butoxide (2.20 g, 19.57 mmol) was added at room temperature and stirring was continued for 3.5 h. 1M HCl was added, diluted with methylenehloride and extracted. The organic phase was dried with sodiumsulfate and concentrated. Chromatography over silica with ethylacetate/cyclohexane gave 2.50 g colourless crystals (7.32 mmol).